Dataset: the Open Reaction Database (ORD), a public repository of structured organic reaction records. Task: describe an organic reaction: reactants, conditions, products, and yield Reactants: C1(CCC(=O)O1)=O (succinic anhydride), C1(=CC=CC=C1)C (toluene), O (water), C(C(=O)NN)(=O)NN (oxalic dihydrazide), CN1C(CCC1)=O (N-methyl-2-pyrrolidone). The product is C1(CCC(N1NC(=O)C(=O)NN1C(CCC1=O)=O)=O)=O (N,N'-bis(succinimido)oxamide). The yield is 49.0%. Reaction SMILES: [C:1]1(=[O:7])O[C:4](=[O:5])[CH2:3][CH2:2]1.[C:8]([NH:14][NH2:15])(=[O:13])[C:9]([NH:11][NH2:12])=[O:10].CN1[CH2:21][CH2:20][CH2:19][C:18]1=[O:22].C1(C)C=CC=CC=1.[OH2:30]>>[C:18]1(=[O:22])[N:12]([NH:11][C:9]([C:8]([NH:14][N:15]2[C:1](=[O:7])[CH2:2][CH2:3][C:4]2=[O:5])=[O:13])=[O:10])[C:21](=[O:30])[CH2:20][CH2:19]1. Reported procedure: Two moles (200 g.) of succinic anhydride and one mole (118 g.) of oxalic dihydrazide in 750 ml. N-methyl-2-pyrrolidone and 500 ml. toluene were heated at reflux until water evolution was complete (about 4 hours). Upon cooling, a crystalline complex separated. The mixture was diluted with benzene and then filtered. After drying at 50° C, the complex was treated with water to give N,N'-bis(succinimido)oxamide, having a melting point of >310° C. The overall yield was about 49%. Reactants: C=C1CC(=O)O1 (Diketene), ice, C(C)(C)(C)N (t-butylamine), Cl (HCl), Cl[O-].[Na+] (sodium hypochlorite). Run in O (water), O (water). Product: ClC(C(=O)NC(C)(C)C)C(=O)C (2-Chloro-N-tert-butylacetoacetamide). Isolated yield 81.8%. Reaction SMILES: [CH2:1]=[C:2]1[O:6][C:4](=[O:5])[CH2:3]1.[C:7]([NH2:11])([CH3:10])([CH3:9])[CH3:8].[ClH:12].Cl[O-].[Na+]>O>[Cl:12][CH:3]([C:2]([CH3:1])=[O:6])[C:4]([NH:11][C:7]([CH3:10])([CH3:9])[CH3:8])=[O:5] |f:3.4|. Procedure: Diketene (42 g, 0.5 mol) was mixed with ca. 200 ml of ice and water in a 2 l., 3-neck flask. A solution of t-butylamine (37.5 g, 0.5 mol) in water (150 ml) was added gradually with stirring and more ice was added as needed to keep the reaction at or below 20°. The solution was stirred for 20 minutes after completing the addition, acidified with concentrated HCl (400 ml), and cooled to 10° with an ice/acetone bath. Aqueous sodium hypochlorite ("Chlorox", 750 ml, 0.5 mol) was then added dropwise w... Starting materials: C1CCOC1, O=C(O)c1ccc([N+](=O)[O-])cc1O. Product: O=[N+]([O-])c1ccc(CO)c(O)c1. RXN SMILES: [CH2:14]1[O:15][CH2:16][CH2:17][CH2:18]1.[N+:1](=[O:2])([O-:3])[c:4]1[cH:5][c:6]([OH:13])[c:7]([C:8](=[O:9])[OH:10])[cH:11][cH:12]1>>[N+:1](=[O:2])([O-:3])[c:4]1[cH:5][c:6]([OH:13])[c:7]([CH2:8][OH:9])[cH:11][cH:12]1. Starting materials: O=C([O-])[O-], CC(C)(C)c1cc(S)cc(C(C)(C)C)c1O, CN(C)C=O, CCCCCCCCCCCC[Si](C)(C)CCl, Cl, [K+], [K+]. Yields the product CCCCCCCCCCCC[Si](C)(C)CSc1cc(C(C)(C)C)c(O)c(C(C)(C)C)c1. Reaction SMILES: [C:17](=[O:18])([O-:19])[O-:20].[C:1]([CH3:2])([CH3:3])([CH3:4])[c:5]1[c:6]([OH:16])[c:7]([C:12]([CH3:13])([CH3:14])[CH3:15])[cH:8][c:9]([SH:11])[cH:10]1.[CH3:41][N:42]([CH3:43])[CH:44]=[O:45].[Cl:23][CH2:24][Si:25]([CH3:26])([CH3:27])[CH2:28][CH2:29][CH2:30][CH2:31][CH2:32][CH2:33][CH2:34][CH2:35][CH2:36][CH2:37][CH2:38][CH3:39].[ClH:40].[K+:21].[K+:22]>>[C:1]([CH3:2])([CH3:3])([CH3:4])[c:5]1[c:6]([OH:16])[c:7]([C:12]([CH3:13])([CH3:14])[CH3:15])[cH:8][c:9]([S:11][CH2:24][Si:25]([CH3:26])([CH3:27])[CH2:28][CH2:29][CH2:30][CH2:31][CH2:32][CH2:33][CH2:34][CH2:35][CH2:36][CH2:37][CH2:38][CH3:39])[cH:10]1. The product is C1(CC1)COC1=C(C=C(C(=C1)OC)F)C=1C2=C(N=CN1)C(=C(N2)C)C(=O)NC2CCN(CC2)C(CO)=O (4-[2-(Cyclopropylmethoxy)-5-fluoro-4-methoxyphenyl]-N-(1-glycoloylpiperidin-4-yl)-6-methyl-5H-pyrrolo[3,2-d]pyrimidine-7-carboxamide). Reported procedure: Starting from 4-[2-(cyclopropylmethoxy)-5-fluoro-4-methoxyphenyl]-6-methyl-N-piperidin-4-yl-5H-pyrrolo[3,2-d]pyrimidine-7-carboxamide hydrochloride (example D.f44) and commercially available 2-chloro-2-oxoethyl acetate the title compound is obtained as colorless solid. The reactants are Cl.C1(CC1)COC1=C(C=C(C(=C1)OC)F)C=1C2=C(N=CN1)C(=C(N2)C)C(=O)NC2CCNCC2 (4-[2-(cyclopropylmethoxy)-5-fluoro-4-methoxyphenyl]-6-methyl-N-piperidin-4-yl-5H-pyrrolo[3,2-d]pyrimidine-7-carboxamide hydrochloride), C(C)(=O)OCC(=O)Cl (2-chloro-2-oxoethyl acetate). As a reaction SMILES: Cl.[CH:2]1([CH2:5][O:6][C:7]2[CH:12]=[C:11]([O:13][CH3:14])[C:10]([F:15])=[CH:9][C:8]=2[C:16]2[C:17]3[NH:24][C:23]([CH3:25])=[C:22]([C:26]([NH:28][CH:29]4[CH2:34][CH2:33][NH:32][CH2:31][CH2:30]4)=[O:27])[C:18]=3[N:19]=[CH:20][N:21]=2)[CH2:4][CH2:3]1.C([O:38][CH2:39][C:40](Cl)=[O:41])(=O)C>>[CH:2]1([CH2:5][O:6][C:7]2[CH:12]=[C:11]([O:13][CH3:14])[C:10]([F:15])=[CH:9][C:8]=2[C:16]2[C:17]3[NH:24][C:23]([CH3:25])=[C:22]([C:26]([NH:28][CH:29]4[CH2:30][CH2:31][N:32]([C:39](=[O:38])[CH2:40][OH:41])[CH2:33][CH2:34]4)=[O:27])[C:18]=3[N:19]=[CH:20][N:21]=2)[CH2:4][CH2:3]1 |f:0.1|.